This data is from the Open Reaction Database (ORD), a public repository of structured organic reaction records. The task is: describe an organic reaction: reactants, conditions, products, and yield The reactants are FC1=C(C(=CC(=C1)C1=NN=NN1)F)N1CC(C(CC1)CN(C(OC(C)(C)C)=O)[C@H](C)C1=CC=CC2=CC=CC=C12)C1=CC=CC=C1 (tert-butyl ({1-[2,6-difluoro-4-(1H-tetrazole-5-yl)phenyl]-3-phenylpiperidin-4-yl}methyl)[(1R)-1-(1-naphthyl)ethyl]carbamate), Cl.O1CCOCC1 (hydrogen chloride 1,4-dioxane). Reaction conditions: time 2 hour. Product: FC1=C(C(=CC(=C1)C1=NN=NN1)F)N1CC(C(CC1)CN[C@H](C)C1=CC=CC2=CC=CC=C12)C1=CC=CC=C1 ((1R)—N-({1-[2,6-difluoro-4-(1H-tetrazol-5-yl)phenyl]-3-phenylpiperidin-4-yl}methyl)-1-(1-naphthyl)ethaneamine). Isolated yield 91.8%. RXN SMILES: [F:1][C:2]1[CH:7]=[C:6]([C:8]2[NH:12][N:11]=[N:10][N:9]=2)[CH:5]=[C:4]([F:13])[C:3]=1[N:14]1[CH2:19][CH2:18][CH:17]([CH2:20][N:21]([C@@H:29]([C:31]2[C:40]3[C:35](=[CH:36][CH:37]=[CH:38][CH:39]=3)[CH:34]=[CH:33][CH:32]=2)[CH3:30])C(=O)OC(C)(C)C)[CH:16]([C:41]2[CH:46]=[CH:45][CH:44]=[CH:43][CH:42]=2)[CH2:15]1.Cl.O1CCOCC1>>[F:13][C:4]1[CH:5]=[C:6]([C:8]2[NH:12][N:11]=[N:10][N:9]=2)[CH:7]=[C:2]([F:1])[C:3]=1[N:14]1[CH2:19][CH2:18][CH:17]([CH2:20][NH:21][C@@H:29]([C:31]2[C:40]3[C:35](=[CH:36][CH:37]=[CH:38][CH:39]=3)[CH:34]=[CH:33][CH:32]=2)[CH3:30])[CH:16]([C:41]2[CH:42]=[CH:43][CH:44]=[CH:45][CH:46]=2)[CH2:15]1 |f:1.2|. Procedure details: To 205 mg of tert-butyl ({1-[2,6-difluoro-4-(1H-tetrazole-5-yl)phenyl]-3-phenylpiperidin-4-yl}methyl)[(1R)-1-(1-naphthyl)ethyl]carbamate was added 2.0 mL of a 4 M hydrogen chloride/1,4-dioxane solution, followed by stirring at room temperature for 2 hours. The reaction mixture was concentrated under reduced pressure, and to the residue was then added a saturated aqueous sodium hydrogen carbonate solution, followed by extraction with chloroform. The organic layer was dried over anhydrous sodium s...